Dataset: the Open Reaction Database (ORD), a public repository of structured organic reaction records. Task: describe an organic reaction: reactants, conditions, products, and yield Reactants: C(C)(=O)OCC (ethyl acetate), BrCCCCC12C(N(C=3C=CC=C(C13)CCC2)C)=O (2a-(4-Bromobutyl)-1-methyl-2a,3,4,5-tetrahydro-1H-benz[cd]indol-2-one), C1NCCC2=CC=CC=C12 (1,2,3,4-tetrahydroisoquinoline), C([O-])([O-])=O.[K+].[K+] (potassium carbonate). Solvent: CN(C=O)C (N,N-dimethylformamide). Yields the product C1N(CCC2=CC=CC=C12)CCCCC12C(N(C=3C=CC=C(C13)CCC2)C)=O (2a-(4-(1,2,3,4-Tetrahydroisoquinolin-2-yl)butyl)-1-methyl-2a,3,4,5-tetrahydro-1H-benz[cd]indol-2-one). Reaction SMILES: Br[CH2:2][CH2:3][CH2:4][CH2:5][C:6]12[CH2:17][CH2:16][CH2:15][C:13]3[C:14]1=[C:9]([CH:10]=[CH:11][CH:12]=3)[N:8]([CH3:18])[C:7]2=[O:19].[CH2:20]1[C:29]2[C:24](=[CH:25][CH:26]=[CH:27][CH:28]=2)[CH2:23][CH2:22][NH:21]1.C(=O)([O-])[O-].[K+].[K+].C(OCC)(=O)C>CN(C)C=O>[CH2:20]1[C:29]2[C:24](=[CH:25][CH:26]=[CH:27][CH:28]=2)[CH2:23][CH2:22][N:21]1[CH2:2][CH2:3][CH2:4][CH2:5][C:6]12[CH2:17][CH2:16][CH2:15][C:13]3[C:14]1=[C:9]([CH:10]=[CH:11][CH:12]=3)[N:8]([CH3:18])[C:7]2=[O:19] |f:2.3.4|. Procedure details: 2a-(4-Bromobutyl)-1-methyl-2a,3,4,5-tetrahydro-1H-benz[cd]indol-2-one (120 mg, 0.37 mmol), 1,2,3,4-tetrahydroisoquinoline (55 mg, 0.41 mmol) and potassium carbonate (77 mg, 0.56 mmol) were stirred at room temperature for 18 hours in anhydrous N,N-dimethylformamide (1 ml). The reaction solution was mixed with ethyl acetate, washed with water and saturated brine and dried with anhydrous magnesium sulfate, the solvent was removed by evaporation under a reduced pressure, and then the thus obtained m... Starting materials: Cc1ccc(S(=O)(=O)n2c(C)cc3nc(Br)cnc32)cc1, CC(C)c1cc(C(C)C)c(-c2ccccc2P(C(C)(C)C)C(C)(C)C)c(C(C)C)c1, C1COCCO1, CC(C)(C)OC(=O)NN, O=C(C=Cc1ccccc1)C=Cc1ccccc1, O=C(C=Cc1ccccc1)C=Cc1ccccc1, O=C(C=Cc1ccccc1)C=Cc1ccccc1, [Pd], [Pd]. Product: Cc1ccc(S(=O)(=O)n2c(C)cc3nc(NNC(=O)OC(C)(C)C)cnc32)cc1. Reaction SMILES: [Br:31][c:32]1[n:33][c:34]2[c:35]([n:36][cH:37]1)[n:38]([S:42](=[O:43])(=[O:44])[c:45]1[cH:46][cH:47][c:48]([CH3:49])[cH:50][cH:51]1)[c:39]([CH3:41])[cH:40]2.[C:1]([P:2]([C:3]([CH3:4])([CH3:5])[CH3:6])[c:7]1[cH:8][cH:9][cH:10][cH:11][c:12]1-[c:13]1[c:14]([CH:15]([CH3:16])[CH3:17])[cH:18][c:19]([CH:20]([CH3:21])[CH3:22])[cH:23][c:24]1[CH:25]([CH3:26])[CH3:27])([CH3:28])([CH3:29])[CH3:30].[CH2:61]1[O:62][CH2:63][CH2:64][O:65][CH2:66]1.[NH:52]([NH2:53])[C:54](=[O:55])[O:56][C:57]([CH3:58])([CH3:59])[CH3:60].[O:105]=[C:106]([CH:107]=[CH:108][c:109]1[cH:110][cH:111][cH:112][cH:113][cH:114]1)[CH:115]=[CH:116][c:117]1[cH:118][cH:119][cH:120][cH:121][cH:122]1.[O:69]=[C:70]([CH:71]=[CH:72][c:73]1[cH:74][cH:75][cH:76][cH:77][cH:78]1)[CH:79]=[CH:80][c:81]1[cH:82][cH:83][cH:84][cH:85][cH:86]1.[O:87]=[C:88]([CH:89]=[CH:90][c:91]1[cH:92][cH:93][cH:94][cH:95][cH:96]1)[CH:97]=[CH:98][c:99]1[cH:100][cH:101][cH:102][cH:103][cH:104]1.[Pd:67].[Pd:68]>>[c:32]1([NH:53][NH:52][C:54](=[O:55])[O:56][C:57]([CH3:58])([CH3:59])[CH3:60])[n:33][c:34]2[c:35]([n:36][cH:37]1)[n:38]([S:42](=[O:43])(=[O:44])[c:45]1[cH:46][cH:47][c:48]([CH3:49])[cH:50][cH:51]1)[c:39]([CH3:41])[cH:40]2. Starting materials: [OH-].[K+] (Potassium hydroxide), C(C=C)(=O)Cl (acryloyl chloride), C(C=C)(=O)Cl (acryloyl chloride), [OH-].[K+] (KOH), C(C)NC[C@H](O)[C@@H](O)[C@@H](O)[C@H](O)CO (N-ethyl-1-amino-1-deoxy-D-galacitol), N(=O)[O-].[Na+] (sodium nitrite), C(C=C)(=O)Cl (acryloyl chloride), [OH-].[K+] (KOH), C(C=C)(=O)Cl (Acryloyl chloride), amine. Run in C(Cl)Cl (methylene chloride), O (water), O (water), C(Cl)Cl (methylene chloride). Yields the product C(C=C)(=O)N(C[C@H](O)[C@@H](O)[C@@H](O)[C@H](O)CO)CC (N-acryloyl-N-ethyl-1-amino-1-deoxy-D-galacitol). Yield: 72.0%. As a reaction SMILES: [CH2:1]([NH:3][CH2:4][C@@H:5]([C@H:7]([C@H:9]([C@@H:11]([CH2:13][OH:14])[OH:12])[OH:10])[OH:8])[OH:6])[CH3:2].N([O-])=O.[Na+].[C:19](Cl)(=[O:22])[CH:20]=[CH2:21].[OH-].[K+]>O.C(Cl)Cl>[C:19]([N:3]([CH2:1][CH3:2])[CH2:4][C@@H:5]([C@H:7]([C@H:9]([C@@H:11]([CH2:13][OH:14])[OH:12])[OH:10])[OH:8])[OH:6])(=[O:22])[CH:20]=[CH2:21] |f:1.2,4.5|. Reported procedure: The N-ethyl-1-amino-1-deoxy-D-galacitol (63 g) is mixed with about 300 ml of water and 1 g of sodium nitrite. Then 100-150 ml of methylene chloride are added, and the solution is cooled in an ice bath. Acryloyl chloride (10% molar excess over the amine) is mixed with the same volume of methylene chloride. Potassium hydroxide, equal to twice the molar amount of acryloyl chloride, is dissolved in water and cooled. To the well stirred two-phase reaction mixture, portions of acryloyl chloride and KO...